Dataset: the Open Reaction Database (ORD), a public repository of structured organic reaction records. Task: describe an organic reaction: reactants, conditions, products, and yield Procedure details: Prepared in analogy to Example A6(a) from 5-chloro-6-iodo-1,3-dihydro-isoindole-2-carboxylic acid tert-butyl ester (Example A3(c)) and tetrahydro-4H-pyran-4-ol. Off-white solid. MS (m/e): 300.1 ([{37Cl}M+H—Me2C═CH2]+, 36%), 298.3 ([{35Cl}M+H-Me2C═CH2]+, 100%). Product: C(C)(C)(C)OC(=O)N1CC2=CC(=C(C=C2C1)Cl)OC1CCOCC1 (5-Chloro-6-(tetrahydro-pyran-4-yloxy)-1,3-dihydro-isoindole-2-carboxylic acid tert-butyl ester). RXN SMILES: [C:1]([O:5][C:6]([N:8]1[CH2:16][C:15]2[C:10](=[CH:11][C:12](I)=[C:13]([Cl:17])[CH:14]=2)[CH2:9]1)=[O:7])([CH3:4])([CH3:3])[CH3:2].[O:19]1[CH2:24][CH2:23][CH:22]([OH:25])[CH2:21][CH2:20]1>>[C:1]([O:5][C:6]([N:8]1[CH2:16][C:15]2[C:10](=[CH:11][C:12]([O:25][CH:22]3[CH2:23][CH2:24][O:19][CH2:20][CH2:21]3)=[C:13]([Cl:17])[CH:14]=2)[CH2:9]1)=[O:7])([CH3:4])([CH3:3])[CH3:2]. The reactants are C(C)(C)(C)OC(=O)N1CC2=CC(=C(C=C2C1)Cl)I (5-chloro-6-iodo-1,3-dihydro-isoindole-2-carboxylic acid tert-butyl ester), O1CCC(CC1)O (tetrahydro-4H-pyran-4-ol). Starting materials: OCCS(=O)(=O)CCC(C)(C)NC(OCC1=CC=CC=C1)=O (benzyl 4-(2-hydroxyethylsulfonyl)-2-methylbutan-2-ylcarbamate), [H][H] (hydrogen). The reagents and catalysts are [Pd] (palladium on carbon). Solvent: CO (methanol). Reaction conditions: time 1.5 hour. The product is NC(CCS(=O)(=O)CCO)(C)C (2-(3-Amino-3-methylbutylsulfonyl)ethanol). RXN SMILES: [OH:1][CH2:2][CH2:3][S:4]([CH2:7][CH2:8][C:9]([NH:12]C(=O)OCC1C=CC=CC=1)([CH3:11])[CH3:10])(=[O:6])=[O:5].[H][H]>CO.[Pd]>[NH2:12][C:9]([CH3:11])([CH3:10])[CH2:8][CH2:7][S:4]([CH2:3][CH2:2][OH:1])(=[O:6])=[O:5]. Reported procedure: A solution of benzyl 4-(2-hydroxyethylsulfonyl)-2-methylbutan-2-ylcarbamate (790 mg, 2.40 mmol) in methanol (30 ml) was purged with nitrogen and palladium on carbon (10%, 120 mg) was added. The solution was put under a blanket of hydrogen (1.3 atmospheres) and stirred for 1.5 hours at room temperature. The suspension was filtered through 0.45 um PTFE and concentrated in vacuo to afford the title compound which was used without further purification. LRMS (ESI/APCI) m/z 196 [M+H]+. Reactants: [H-].[Na+] (Sodium hydride), C1(=CC=CC=C1)C1=NNC=C1C(=O)OCC (ethyl 3-phenyl-1H-pyrazole-4-carboxylate), ClCC=1C=CC(=NC1)OCC=1N=C(OC1C)C1=CC=CC=C1 (5-chloromethyl-2-(5-methyl-2-phenyl-4-oxazolylmethoxy)pyridine), CN(C=O)C (N,N-dimethylformamide). Solvent: O (water). Conditions: time 8 hour. The product is CC1=C(N=C(O1)C1=CC=CC=C1)COC1=CC=C(C=N1)CN1N=C(C(=C1)C(=O)OCC)C1=CC=CC=C1 (ethyl 1-[6-(5-methyl-2-phenyl-4-oxazolylmethoxy)-3-pyridylmethyl]-3-phenyl-1H-pyrazole-4-carboxylate). Isolated yield 56.8%. As a reaction SMILES: [H-].[Na+].[C:3]1([C:9]2[C:13]([C:14]([O:16][CH2:17][CH3:18])=[O:15])=[CH:12][NH:11][N:10]=2)[CH:8]=[CH:7][CH:6]=[CH:5][CH:4]=1.Cl[CH2:20][C:21]1[CH:22]=[CH:23][C:24]([O:27][CH2:28][C:29]2[N:30]=[C:31]([C:35]3[CH:40]=[CH:39][CH:38]=[CH:37][CH:36]=3)[O:32][C:33]=2[CH3:34])=[N:25][CH:26]=1.CN(C)C=O>O>[CH3:34][C:33]1[O:32][C:31]([C:35]2[CH:36]=[CH:37][CH:38]=[CH:39][CH:40]=2)=[N:30][C:29]=1[CH2:28][O:27][C:24]1[N:25]=[CH:26][C:21]([CH2:20][N:11]2[CH:12]=[C:13]([C:14]([O:16][CH2:17][CH3:18])=[O:15])[C:9]([C:3]3[CH:4]=[CH:5][CH:6]=[CH:7][CH:8]=3)=[N:10]2)=[CH:22][CH:23]=1 |f:0.1|. Procedure details: Sodium hydride (60%, oily, 270 mg) was added to a mixture of ethyl 3-phenyl-1H-pyrazole-4-carboxylate (1.20 g), 5-chloromethyl-2-(5-methyl-2-phenyl-4-oxazolylmethoxy)pyridine (1.75 g), and N,N-dimethylformamide (50 ml) at 0° C., and the mixture was stirred at room temperature for 8 hours. The reaction mixture was poured into water, and extracted with ethyl acetate. The ethyl acetate layer was washed with water, dried (MgSO4), and concentrated. The residue was subjected to silica gel column chrom... RXN SMILES: [CH3:26][CH2:27][O:28][CH2:29][CH3:30].[CH3:31][CH2:32][O:33][C:34](=[O:35])[CH3:36].[CH:15]1([Mg+:20])[CH2:16][CH2:17][CH2:18][CH2:19]1.[Cl-:14].[O:21]1[CH2:22][CH2:23][CH2:24][CH2:25]1.[c:1]1([C:7]([C:8](=[O:9])[O:10][CH2:11][CH3:12])=[O:13])[cH:2][cH:3][cH:4][cH:5][cH:6]1>>[c:1]1([C:7]([C:8](=[O:9])[O:10][CH2:11][CH3:12])([OH:13])[CH:15]2[CH2:16][CH2:17][CH2:18][CH2:19]2)[cH:2][cH:3][cH:4][cH:5][cH:6]1. The product is CCOC(=O)C(O)(c1ccccc1)C1CCCC1. Reactants: CCOCC, CCOC(C)=O, [Mg+]C1CCCC1, [Cl-], C1CCOC1, CCOC(=O)C(=O)c1ccccc1. Reactants: Cl.NC1=CC(=C(C=C1)O)Cl (4-amino-2-chlorophenol hydrochloride), Br.CN1CCOC2=C1C=C(C=C2)O (4-methyl-3,4-dihydro-2H-1,4-benzoxazin-6-ol hydrobromide), OO (hydrogen peroxide). Run in O (water), N (ammonia), O (water), N (ammonia), CC(=O)C (acetone), N (ammonia). Conditions: time 3 hour. Product: ClC=1C=C(C=CC1O)NC=1C(C=C(C(C1)=O)N(C)CCO)=O (2-(3-chloro-4-hydroxyphenylamino)-5-[(2-hydroxyethyl)methylamino][1,4]benzoquinone). Reaction SMILES: Cl.[NH2:2][C:3]1[CH:8]=[CH:7][C:6]([OH:9])=[C:5]([Cl:10])[CH:4]=1.Br.[CH3:12][N:13]1[C:18]2[CH:19]=[C:20]([OH:23])[CH:21]=[CH:22][C:17]=2[O:16][CH2:15][CH2:14]1.[OH:24]O>O.N.CC(C)=O>[Cl:10][C:5]1[CH:4]=[C:3]([NH:2][C:21]2[C:20](=[O:23])[CH:19]=[C:18]([N:13]([CH2:14][CH2:15][OH:24])[CH3:12])[C:17](=[O:16])[CH:22]=2)[CH:8]=[CH:7][C:6]=1[OH:9] |f:0.1,2.3|. Procedure: To a solution of 0.90 g (0.005 mol) of 4-amino-2-chlorophenol hydrochloride in 5 ml of water and 2 ml of 20% aqueous ammonia is added a solution of 1.23 g (0.005 mol) of 4-methyl-3,4-dihydro-2H-1,4-benzoxazin-6-ol hydrobromide in 3 ml of water, 1 ml of 20% aqueous ammonia and 10 ml of acetone. The pH is adjusted to 9.5 with 20% aqueous ammonia. 17 ml of 6% aqueous hydrogen peroxide solution are added. After 3 hours, the precipitate is filtered off. 0.99 g of 2-(3-chloro-4-hydroxyphenylamino)-5-[...